This data is from the Open Reaction Database (ORD), a public repository of structured organic reaction records. The task is: describe an organic reaction: reactants, conditions, products, and yield The reactants are O=C([O-])[O-], CC(C)=O, Clc1nc(Cl)nc(N2CCOCC2)n1, [K+], [K+], Nc1cc(Cl)c2[nH]c(C(F)F)nc2c1. Yields the product Nc1cc(Cl)c2nc(C(F)F)n(-c3nc(Cl)nc(N4CCOCC4)n3)c2c1. As a reaction SMILES: [C:29](=[O:30])([O-:31])[O-:32].[CH3:35][C:36](=[O:37])[CH3:38].[Cl:15][c:16]1[n:17][c:18]([N:23]2[CH2:24][CH2:25][O:26][CH2:27][CH2:28]2)[n:19][c:20]([Cl:22])[n:21]1.[K+:33].[K+:34].[NH2:1][c:2]1[cH:3][c:4]([Cl:14])[c:5]2[c:6]([n:7][c:8]([CH:10]([F:11])[F:12])[nH:9]2)[cH:13]1>>[NH2:1][c:2]1[cH:3][c:4]([Cl:14])[c:5]2[c:6]([n:7](-[c:20]3[n:19][c:18]([N:23]4[CH2:24][CH2:25][O:26][CH2:27][CH2:28]4)[n:17][c:16]([Cl:15])[n:21]3)[c:8]([CH:10]([F:11])[F:12])[n:9]2)[cH:13]1. Reactants: BrC=1C(C(OC1C1=CC=C(C=C1)S(=O)(=O)C)(C)C)=O (4-bromo-2,2-dimethyl-5-{4-(methylsulfonyl)phenyl}-3(2H)-furanone), S1C=C(C=C1)B(O)O (thiophene-3-boronic acid). Product: CC1(OC(=C(C1=O)C1=CSC=C1)C1=CC=C(C=C1)S(=O)(=O)C)C (2,2-dimethyl-5-{4-(methylsulfonyl)phenyl}-4-(3-thienyl)-3(2H)-furanone). Yield: 5.0%. Reaction SMILES: Br[C:2]1[C:3](=[O:19])[C:4]([CH3:18])([CH3:17])[O:5][C:6]=1[C:7]1[CH:12]=[CH:11][C:10]([S:13]([CH3:16])(=[O:15])=[O:14])=[CH:9][CH:8]=1.[S:20]1[CH:24]=[CH:23][C:22](B(O)O)=[CH:21]1>>[CH3:17][C:4]1([CH3:18])[C:3](=[O:19])[C:2]([C:22]2[CH:23]=[CH:24][S:20][CH:21]=2)=[C:6]([C:7]2[CH:12]=[CH:11][C:10]([S:13]([CH3:16])(=[O:15])=[O:14])=[CH:9][CH:8]=2)[O:5]1. Procedure details: 200 mg of 4-bromo-2,2-dimethyl-5-{4-(methylsulfonyl)phenyl}-3(2H)-furanone was coupled with 100 mg of thiophene-3-boronic acid according to a procedure similar to the synthetic procedure in Example 2 to yield 10 mg of 2,2-dimethyl-5-{4-(methylsulfonyl)phenyl}-4-(3-thienyl)-3(2H)-furanone as a solid. NMR: δ1.56 (s, 6H), 3.09 (s, 3H), 6.92-6.93 (m, 1H), 7.32-7.35 (m, 1H), 7.51-7.52 (m, 1H), 7.90-7.93 (m, 2H), 7.97-8.00 (m, 2H). Starting materials: [N+](=O)([O-])C1=C(C=CC=C1)C=1NC=C(N1)C(F)(F)F (2-(2-Nitro-phenyl)-4-trifluoromethyl-1H-imidazole). The reagents and catalysts are [Pd] (Palladium on Carbon). The solvent is CO (Methanol). The product is FC(C=1N=C(NC1)C1=C(C=CC=C1)N)(F)F (2-(4-Trifluoromethyl-1H-imidazol-2-yl)-phenylamine). The yield is 94.4%. As a reaction SMILES: [N+:1]([C:4]1[CH:9]=[CH:8][CH:7]=[CH:6][C:5]=1[C:10]1[NH:11][CH:12]=[C:13]([C:15]([F:18])([F:17])[F:16])[N:14]=1)([O-])=O>CO.[Pd]>[F:18][C:15]([F:16])([F:17])[C:13]1[N:14]=[C:10]([C:5]2[CH:6]=[CH:7][CH:8]=[CH:9][C:4]=2[NH2:1])[NH:11][CH:12]=1. Reported procedure: 2-(2-Nitro-phenyl)-4-trifluoromethyl-1H-imidazole (1.50 g, 5.83 mmol) was dissolved in Methanol (35 mL) and solution was carefully added to 10% Palladium on Carbon (90:10, carbon black:Palladium, 0.500 g) under nitrogen. The reaction was then hydrogenated at 55 psi until HPLC showed consumption of starting material (˜4 hours). Catalyst was removed via filtration and the filtrate was reduced en vacuo to afford 1.25 grams (94%) of the desired product. LC/MS (ESI): 288.09.